Dataset: the Open Reaction Database (ORD), a public repository of structured organic reaction records. Task: describe an organic reaction: reactants, conditions, products, and yield The reactants are FC(C1=C(CBr)C=CC=C1)(F)F (2-trifluoromethylbenzyl bromide), [OH-].[K+] (potassium hydroxide), ice, NC=1C2=CC=CC=C2N=C2CCCC(C12)=O (9-amino-3,4-dihydroacridin-1(2H)-one). Reagents/catalysts: S(=O)(=O)(O)[O-].C(CCC)[N+](CCCC)(CCCC)CCCC (tetrabutylammonium hydrogen sulfate). Run in C1(=CC=CC=C1)C (toluene), C1(=CC=CC=C1)C (toluene). The product is FC(C1=C(CNC=2C3=CC=CC=C3N=C3CCCC(C23)=O)C=CC=C1)(F)F (3,4-Dihydro-9-(2-trifluoromethylbenzylamino)acridin-1(2H)-one). Isolated yield 46.5%. Reaction SMILES: [OH-].[K+].[NH2:3][C:4]1[C:5]2[C:10]([N:11]=[C:12]3[C:17]=1[C:16](=[O:18])[CH2:15][CH2:14][CH2:13]3)=[CH:9][CH:8]=[CH:7][CH:6]=2.[F:19][C:20]([F:30])([F:29])[C:21]1[CH:28]=[CH:27][CH:26]=[CH:25][C:22]=1[CH2:23]Br>C1(C)C=CC=CC=1.S([O-])(O)(=O)=O.C([N+](CCCC)(CCCC)CCCC)CCC>[F:19][C:20]([F:29])([F:30])[C:21]1[CH:28]=[CH:27][CH:26]=[CH:25][C:22]=1[CH2:23][NH:3][C:4]1[C:5]2[C:10]([N:11]=[C:12]3[C:17]=1[C:16](=[O:18])[CH2:15][CH2:14][CH2:13]3)=[CH:9][CH:8]=[CH:7][CH:6]=2 |f:0.1,5.6|. Procedure: In 300 ml of toluene and 200 ml of 30% potassium hydroxide were combined 8.00 g of 9-amino-3,4-dihydroacridin-1(2H)-one and 3.20 g of tetrabutylammonium hydrogen sulfate. The biphasic mixture was mechanically stirred and warmed to reflux (90° C.) and 30.0 g of 2-trifluoromethylbenzyl bromide in 50 ml of toluene was added dropwise over 1 hour. After the addition, heating was maintained for 2 hours during which the reaction went to completion. It was poured into 500 ml of ice and the layers were s...